Task: describe an organic reaction: reactants, conditions, products, and yield. Dataset: the Open Reaction Database (ORD), a public repository of structured organic reaction records Yield: 90.1%. RXN SMILES: [C:1]1([P:7](=[O:12])([O:10][CH3:11])OC)[CH:6]=[CH:5][CH:4]=[CH:3][CH:2]=1.[Cl:13][C:14](=[CH2:19])[C:15]([O:17][CH3:18])=[O:16].C1(O)C=CC=CC=1>>[C:1]1([P:7]([O:10][CH3:11])([CH2:19][CH:14]([Cl:13])[C:15]([O:17][CH3:18])=[O:16])=[O:12])[CH:2]=[CH:3][CH:4]=[CH:5][CH:6]=1. Starting materials: C1(=CC=CC=C1)P(OC)(OC)=O (dimethyl phenylphosphonate), ClC(C(=O)OC)=C (methyl 2-chloroacrylate), C1(=CC=CC=C1)O (phenol). Product: C1(=CC=CC=C1)P(=O)(CC(C(=O)OC)Cl)OC (Methyl 3-(phenyl-methoxyphosphinyl)-2-chloropropionate). Reported procedure: 138 g of dimethyl phenylphosphonate are slowly added at 20° C. under nitrogen to a solution of 120.5 g of methyl 2-chloroacrylate and 94 g of phenol. After a reaction time of 3 hours at 70° C. phenetole is removed by vacuum distillation. The residue represents 267 g of crude product with a 93.0% purity, which corresponds to a theoretical yield of 90.1%. Starting materials: FC1=C(C=CC(=C1)B1OC(C(O1)(C)C)(C)C)C=1N=CC(=NC1)N (5-(2-fluoro-4-(4,4,5,5-tetramethyl-1,3,2-dioxaborolan-2-yl)phenyl)pyrazin-2-amine), BrC1=C(C=CC=C1)N1S(CCCC1)(=O)=O (2-(2-bromophenyl)-1,2-thiazinane 1,1-dioxide). Product: O=S1(N(CCCC1)C1=C(C=CC=C1)C1=CC(=C(C=C1)C=1N=CC(=NC1)N)F)=O (5-[2′-(1,1-Dioxido-1,2-thiazinan-2-yl)-3-fluorobiphenyl-4-yl]pyrazin-2-amine). As a reaction SMILES: [F:1][C:2]1[CH:7]=[C:6](B2OC(C)(C)C(C)(C)O2)[CH:5]=[CH:4][C:3]=1[C:17]1[N:18]=[CH:19][C:20]([NH2:23])=[N:21][CH:22]=1.Br[C:25]1[CH:30]=[CH:29][CH:28]=[CH:27][C:26]=1[N:31]1[CH2:36][CH2:35][CH2:34][CH2:33][S:32]1(=[O:38])=[O:37]>>[O:37]=[S:32]1(=[O:38])[CH2:33][CH2:34][CH2:35][CH2:36][N:31]1[C:26]1[CH:25]=[CH:30][CH:29]=[CH:28][C:27]=1[C:6]1[CH:5]=[CH:4][C:3]([C:17]2[N:18]=[CH:19][C:20]([NH2:23])=[N:21][CH:22]=2)=[C:2]([F:1])[CH:7]=1. Procedure details: Title compound was prepared using conditions analogous to those described in Example 1 using 5-(2-fluoro-4-(4,4,5,5-tetramethyl-1,3,2-dioxaborolan-2-yl)phenyl)pyrazin-2-amine and 2-(2-bromophenyl)-1,2-thiazinane 1,1-dioxide. MS (ESI): mass calcd. for C20H19FN4O2S, 398.12; m/z found, 399.2 [M+H]+. 1H NMR (500 MHz, CDCl3) δ 8.48-8.43 (m, 1H), 8.38-8.33 (m, 1H), 8.08-8.02 (m, 1H), 7.62 (m, 1H), 7.45-7.39 (m, 4H), 7.34 (dd, J=12.5, 1.7, 1H), 3.76-3.65 (m, 2H), 3.24-3.10 (m, 2H), 3.00-2.89 (m, 2H), 2... The reactants are ClCCl, CCCCCC, CC(C)(CCl)C(=O)Cl, ONc1ccccc1, c1ccncc1. Product: CC(C)(CCl)C(=O)N(O)c1ccccc1. As a reaction SMILES: [CH2:29]([Cl:30])[Cl:31].[CH3:23][CH2:24][CH2:25][CH2:26][CH2:27][CH3:28].[Cl:1][CH2:2][C:3]([C:4](=[O:5])[Cl:6])([CH3:7])[CH3:8].[OH:15][NH:16][c:17]1[cH:18][cH:19][cH:20][cH:21][cH:22]1.[cH:9]1[cH:10][cH:11][n:12][cH:13][cH:14]1>>[Cl:1][CH2:2][C:3]([C:4](=[O:5])[N:16]([OH:15])[c:17]1[cH:18][cH:19][cH:20][cH:21][cH:22]1)([CH3:7])[CH3:8].